Dataset: the Open Reaction Database (ORD), a public repository of structured organic reaction records. Task: describe an organic reaction: reactants, conditions, products, and yield Starting materials: FC(F)(F)c1cc(Cl)c(-c2nc(C(F)(F)F)c[nH]2)c(Cl)c1, O, O=[N+]([O-])O, O=S(=O)(O)O. Product: O=[N+]([O-])c1[nH]c(-c2c(Cl)cc(C(F)(F)F)cc2Cl)nc1C(F)(F)F. RXN SMILES: [Cl:1][c:2]1[c:3](-[c:13]2[nH:14][cH:15][c:16]([C:18]([F:19])([F:20])[F:21])[n:17]2)[c:4]([Cl:12])[cH:5][c:6]([C:8]([F:9])([F:10])[F:11])[cH:7]1.[OH2:31].[OH:22][N+:23]([O-:24])=[O:25].[S:26](=[O:27])(=[O:28])([OH:29])[OH:30]>>[Cl:1][c:2]1[c:3](-[c:13]2[nH:14][c:15]([N+:23](=[O:22])[O-:24])[c:16]([C:18]([F:19])([F:20])[F:21])[n:17]2)[c:4]([Cl:12])[cH:5][c:6]([C:8]([F:9])([F:10])[F:11])[cH:7]1. RXN SMILES: [Br:15][CH2:16][CH2:17][N:18]1[C:19](=[O:28])[c:20]2[c:21]([cH:24][cH:25][cH:26][cH:27]2)[C:22]1=[O:23].[Br:29][CH2:30][CH2:31][CH2:32][N:33]1[C:34](=[O:35])[c:36]2[cH:37][cH:38][cH:39][cH:40][c:41]2[C:42]1=[O:43].[CH3:1][O:2][c:3]1[c:4]([N:9]2[CH2:10][CH2:11][NH:12][CH2:13][CH2:14]2)[cH:5][cH:6][cH:7][cH:8]1>>[CH3:1][O:2][c:3]1[c:4]([N:9]2[CH2:10][CH2:11][N:12]([CH2:16][CH2:17][N:18]3[C:19](=[O:28])[c:20]4[c:21]([cH:24][cH:25][cH:26][cH:27]4)[C:22]3=[O:23])[CH2:13][CH2:14]2)[cH:5][cH:6][cH:7][cH:8]1. Reactants: O=C1c2ccccc2C(=O)N1CCBr, O=C1c2ccccc2C(=O)N1CCCBr, COc1ccccc1N1CCNCC1. The product is COc1ccccc1N1CCN(CCN2C(=O)c3ccccc3C2=O)CC1. The reactants are C1(=CC=C(C=C1)S(=O)(=O)O)C (para toluene sulfonic acid), C(C(C)S)S (1,2-propanedithiol), CCC=S (methylthioacetaldehyde). The solvent is C1CCCCC1 (cyclohexane). Reaction conditions: time 1 hour. Product: CC1SC(SC1)CSC (4-METHYL-2-(METHYLTHIOMETHYL)-1,3-DITHIOLANE). RXN SMILES: C1(C)[CH:6]=[CH:5][C:4]([S:7](O)(=O)=O)=CC=1.[CH2:12]([SH:16])[CH:13]([SH:15])C.[CH3:17]CC=S>C1CCCCC1>[CH3:6][CH:5]1[CH2:4][S:7][CH:13]([CH2:12][S:16][CH3:17])[S:15]1. Reported procedure: Into a 100 ml reaction flask equipped with reflux condensor, heating mantle, hot plate equipped with magnetic stirring apparatus and magnetic stirring bar is placed 10 ml cyclohexane, 0.5 grams of para toluene sulfonic acid and 10.8 grams (0.1 mole) of 1,2-propanedithiol. Over a period of one hour, 9 grams (0.1 mole) of methylthioacetaldehyde is added to the reaction mass. The reaction mass is then heated to reflux and maintained at reflux for a period of eight hours. At the end of the eight hou... The reactants are C1CCOC1, CO, COC(=O)Cc1nc(-c2cc(C(C)(C)C)c(O)c(C(C)(C)C)c2)oc1C, [Na+], [OH-], O. The product is Cc1oc(-c2cc(C(C)(C)C)c(O)c(C(C)(C)C)c2)nc1CC(=O)O. Reaction SMILES: [CH2:31]1[O:32][CH2:33][CH2:34][CH2:35]1.[CH3:29][OH:30].[CH3:3][O:4][C:5]([CH2:6][c:7]1[n:8][c:9](-[c:13]2[cH:14][c:15]([C:24]([CH3:25])([CH3:26])[CH3:27])[c:16]([OH:23])[c:17]([C:19]([CH3:20])([CH3:21])[CH3:22])[cH:18]2)[o:10][c:11]1[CH3:12])=[O:28].[Na+:2].[OH-:1].[OH2:36]>>[O:4]=[C:5]([CH2:6][c:7]1[n:8][c:9](-[c:13]2[cH:14][c:15]([C:24]([CH3:25])([CH3:26])[CH3:27])[c:16]([OH:23])[c:17]([C:19]([CH3:20])([CH3:21])[CH3:22])[cH:18]2)[o:10][c:11]1[CH3:12])[OH:28].